Dataset: the Open Reaction Database (ORD), a public repository of structured organic reaction records. Task: describe an organic reaction: reactants, conditions, products, and yield The reactants are BrCCCC1=C2C(C(=O)NC2=O)=CC=C1 (3-Bromopropylphthalimide), N1CCOCC1 (morpholine). Solvent: C(C)OCC (ethyl ether). Product: N1(CCOCC1)CCCC1=C2C(C(=O)NC2=O)=CC=C1 (3-morpholinylpropylphthalimide). RXN SMILES: Br[CH2:2][CH2:3][CH2:4][C:5]1[CH:15]=[CH:14][CH:13]=[C:7]2[C:8]([NH:10][C:11](=[O:12])[C:6]=12)=[O:9].[NH:16]1[CH2:21][CH2:20][O:19][CH2:18][CH2:17]1>C(OCC)C>[N:16]1([CH2:2][CH2:3][CH2:4][C:5]2[CH:15]=[CH:14][CH:13]=[C:7]3[C:8]([NH:10][C:11](=[O:12])[C:6]=23)=[O:9])[CH2:21][CH2:20][O:19][CH2:18][CH2:17]1. Procedure details: 3-Bromopropylphthalimide (536 mg; 2.0 mmoles) and morpholine (0.35 ml; 4.0 mmoles) were dissolved in anhydrous ethyl ether (5 ml). Reaction times and process as per Example 1.